Dataset: the Open Reaction Database (ORD), a public repository of structured organic reaction records. Task: describe an organic reaction: reactants, conditions, products, and yield The reactants are [BH4-].[Na+] (sodium borohydride), [H][H] (hydrogen), ice water, BrC1=NC=CC(=C1)C(=O)O (2-bromo-4-pyridinecarboxylic acid), B(F)(F)F.CCOCC (boron trifluoride etherate), Cl (hydrochloric acid), ice water. Solvent: O1CCCC1 (tetrahydrofuran), O1CCCC1 (tetrahydrofuran). Product: BrC1=NC=CC(=C1)CO (2-bromo-4-pyridinemethanol). Isolated yield 88.6%. RXN SMILES: [BH4-].[Na+].[Br:3][C:4]1[CH:9]=[C:8]([C:10](O)=[O:11])[CH:7]=[CH:6][N:5]=1.[H][H].B(F)(F)F.CCOCC.Cl>O1CCCC1>[Br:3][C:4]1[CH:9]=[C:8]([CH2:10][OH:11])[CH:7]=[CH:6][N:5]=1 |f:0.1,4.5|. Reported procedure: 17.4 g of sodium borohydride was suspended in 1.6 liters of tetrahydrofuran, and the suspension was stirred by a mechanical stirrer. The suspension was cooled with ice-water, and 62.2 g of 2-bromo-4-pyridinecarboxylic acid was added little by little. The mixture was heated to room temperature, and stirred until evolution of hydrogen ceased. A solution of 75.8 ml of boron trifluoride etherate in 500 ml of tetrahydrofuran was added dropwise at room temperature for 3 hours. After the addition, the ... The reactants are CCc1cc(CO[Si](C)(C)C(C)(C)C)cc(NC(=O)OC(C)(C)C)n1, CCN(C(C)C)C(C)C, CC(=O)O, CO, ClCCl, [Na+], O=C([O-])O. Reaction SMILES: [C:1]([CH3:2])([CH3:3])([CH3:4])[Si:5]([O:6][CH2:7][c:8]1[cH:9][c:10]([NH:16][C:17](=[O:18])[O:19][C:20]([CH3:21])([CH3:22])[CH3:23])[n:11][c:12]([CH2:14][CH3:15])[cH:13]1)([CH3:24])[CH3:25].[CH2:26]([N:27]([CH:28]([CH3:29])[CH3:30])[CH:31]([CH3:32])[CH3:33])[CH3:34].[CH3:40][C:41](=[O:42])[OH:43].[CH3:47][OH:48].[Cl:44][CH2:45][Cl:46].[Na+:39].[O-:35][C:36]([OH:37])=[O:38]>>[C:1]([CH3:2])([CH3:3])([CH3:4])[Si:5]([O:6][CH2:7][c:8]1[cH:9][c:10]([NH2:16])[n:11][c:12]([CH2:14][CH3:15])[cH:13]1)([CH3:24])[CH3:25]. The product is CCc1cc(CO[Si](C)(C)C(C)(C)C)cc(N)n1.